Dataset: the Open Reaction Database (ORD), a public repository of structured organic reaction records. Task: describe an organic reaction: reactants, conditions, products, and yield Starting materials: [N+](=O)([O-])C1=C2C=C(NC2=CC=C1)C(=O)OCC (Ethyl 4-nitroindole-2-carboxylate), ClC=1C=C(CCl)C=CC1Cl (3,4-dichlorobenzyl chloride), C([O-])([O-])=O.[K+].[K+] (potassium carbonate), [I-].[K+] (potassium iodide). Solvent: CN(C)C=O (DMF). Yields the product ClC=1C=C(CN2C(=CC3=C(C=CC=C23)[N+](=O)[O-])C(=O)OCC)C=CC1Cl (Ethyl N-(3,4-dichlorobenzyl)-4-nitroindole-2-carboxylate). Isolated yield 89.0%. RXN SMILES: [N+:1]([C:4]1[CH:12]=[CH:11][CH:10]=[C:9]2[C:5]=1[CH:6]=[C:7]([C:13]([O:15][CH2:16][CH3:17])=[O:14])[NH:8]2)([O-:3])=[O:2].[Cl:18][C:19]1[CH:20]=[C:21]([CH:24]=[CH:25][C:26]=1[Cl:27])[CH2:22]Cl.C(=O)([O-])[O-].[K+].[K+].[I-].[K+]>CN(C=O)C>[Cl:18][C:19]1[CH:20]=[C:21]([CH:24]=[CH:25][C:26]=1[Cl:27])[CH2:22][N:8]1[C:9]2[C:5](=[C:4]([N+:1]([O-:3])=[O:2])[CH:12]=[CH:11][CH:10]=2)[CH:6]=[C:7]1[C:13]([O:15][CH2:16][CH3:17])=[O:14] |f:2.3.4,5.6|. Procedure: Ethyl 4-nitroindole-2-carboxylate (26 g) [prepared according to S. M. Parmerter el. al. J. Amer. Chem. Soc., 1958, 80, 4621], 3,4-dichlorobenzyl chloride (16 ml), potassium carbonate (17 g) and potassium iodide (2 g) in DMF (250 ml) were stirred at 60° C. for 2 hours. The reaction was concentrated in vacuo and the residue partitioned between water and dichloromethane. Iso-hexane was added to the combined organic extracts resulting in crystallisation of the product as yellow needles (39 g. 89%) N... Reactants: CC(CN1C=NC=2C(=NC=3C=CC=NC3C21)N)C (1-(2-methylpropyl)-1H-imidazo[4,5-c][1,5]naphthyridin-4-amine), [H][H] (hydrogen). Reagents/catalysts: [Pt]=O (platinum oxide). Run in FC(C(=O)O)(F)F (trifluoroacetic acid). The product is CC(CN1C=NC=2C(=NC=3CCCNC3C21)N)C (6,7,8,9-tetrahydro-1-(2-methylpropyl)-1H-imidazo[4,5-c][1,5]naphthyridin-4-amine). As a reaction SMILES: [CH3:1][CH:2]([CH3:18])[CH2:3][N:4]1[C:16]2[C:15]3[N:14]=[CH:13][CH:12]=[CH:11][C:10]=3[N:9]=[C:8]([NH2:17])[C:7]=2[N:6]=[CH:5]1.[H][H]>FC(F)(F)C(O)=O.[Pt]=O>[CH3:1][CH:2]([CH3:18])[CH2:3][N:4]1[C:16]2[C:15]3[NH:14][CH2:13][CH2:12][CH2:11][C:10]=3[N:9]=[C:8]([NH2:17])[C:7]=2[N:6]=[CH:5]1. Reported procedure: A catalytic amount of platinum oxide was added to a solution of 1-(2-methylpropyl)-1H-imidazo[4,5-c][1,5]naphthyridin-4-amine (0.46 g) in trifluoroacetic acid (10 mL). The reaction mixture was reduced on a Parr apparatus under 45 psi (3.15 Kg/cm2) hydrogen pressure for 4 hours. The reaction mixture was filtered to remove the catalyst and the filtrate was concentrated under vacuum. The residue was combined with aqueous sodium bicarbonate then a small amount of 10% sodium hydroxide was added. The ... Starting materials: ClC1=C(C(=O)Cl)C=CC(=C1)Cl (2,4-dichlorobenzoyl chloride), C(CC)C=1NOC(C1)=O (3-n-propyl-3-isoxazolin-5-one). The solvent is C([O-])(O)=O.[Na+] (sodium bicarbonate). Run at temperature 100 celsius. The product is C(CC)C=1N(OC(C1)=O)C(C1=C(C=C(C=C1)Cl)Cl)=O (3-n-propyl-2-(2',4'-dichlorobenzoyl)-3-isoxazolin-5-one). As a reaction SMILES: [Cl:1][C:2]1[CH:10]=[C:9]([Cl:11])[CH:8]=[CH:7][C:3]=1[C:4](Cl)=[O:5].[CH2:12]([C:15]1[NH:16][O:17][C:18](=[O:20])[CH:19]=1)[CH2:13][CH3:14]>C(=O)(O)[O-].[Na+]>[CH2:12]([C:15]1[N:16]([C:4](=[O:5])[C:3]2[CH:7]=[CH:8][C:9]([Cl:11])=[CH:10][C:2]=2[Cl:1])[O:17][C:18](=[O:20])[CH:19]=1)[CH2:13][CH3:14] |f:2.3|. Procedure: 20.9 gm of 2,4-dichlorobenzoyl chloride was added to 8 gm of 3-n-propyl-3-isoxazolin-5-one. The system was heated at 100° C. for 3 hours. Afterwards, the system was neutralized with 150 ml of saturated sodium bicarbonate solution. The product was extracted with methylene chloride. The organic solution was washed with saturated sodium bicarbonate solution, dried over magnesium sulfate and filtered. The organic solution was stripped to yield 28.8 gm of the crude product as a brown oil. The product... The reactants are Br, Cc1ccccc1, O=Cc1ccccc1, COc1ccc(N(CC2CC2)C(N)=O)cc1, O. Yields the product COc1ccc2c(c1)C(c1ccccc1)NC(=O)N2CC1CC1. As a reaction SMILES: [BrH:25].[CH3:27][c:28]1[cH:29][cH:30][cH:31][cH:32][cH:33]1.[CH:17](=[O:18])[c:19]1[cH:20][cH:21][cH:22][cH:23][cH:24]1.[CH:1]1([CH2:4][N:5]([C:6](=[O:7])[NH2:8])[c:9]2[cH:10][cH:11][c:12]([O:15][CH3:16])[cH:13][cH:14]2)[CH2:2][CH2:3]1.[OH2:26]>>[CH:1]1([CH2:4][N:5]2[C:6](=[O:7])[NH:8][CH:17]([c:19]3[cH:20][cH:21][cH:22][cH:23][cH:24]3)[c:10]3[c:9]2[cH:14][cH:13][c:12]([O:15][CH3:16])[cH:11]3)[CH2:2][CH2:3]1. The reactants are C([O-])([O-])=O.[K+].[K+] (potassium carbonate), BrC(C(=O)[O-])(C)C (2-bromo-2-methyl-propionate), COC1=C(C(=O)NCC2=CC=C(C=C2)C2=CC=C(C=C2)O)C=C(C=C1)Cl (4-[2-methoxy-5-chlorobenzamido-methyl]-4'-hydroxy-biphenyl), C([O-])([O-])=O.[K+].[K+] (potassium carbonate), BrC(C(=O)OCC)(C)C (ethyl 2-bromo-2-methyl-propionate). The solvent is C(C)C(=O)C (methyl ethyl ketone). Conditions: time 3 hour. Product: CC(C(=O)OCC)(C)OC1=CC=C(C=C1)C1=CC=C(C=C1)CNC(C1=C(C=CC(=C1)Cl)OC)=O (Ethyl 2-Methyl-2-{4-[2-methoxy-5-chloro-benzamido-methyl]-biphenyl-4'-oxy}-propionate). As a reaction SMILES: [CH3:1][O:2][C:3]1[CH:25]=[CH:24][C:23]([Cl:26])=[CH:22][C:4]=1[C:5]([NH:7][CH2:8][C:9]1[CH:14]=[CH:13][C:12]([C:15]2[CH:20]=[CH:19][C:18]([OH:21])=[CH:17][CH:16]=2)=[CH:11][CH:10]=1)=[O:6].C(=O)([O-])[O-].[K+].[K+].Br[C:34]([CH3:41])([CH3:40])[C:35]([O:37][CH2:38][CH3:39])=[O:36].BrC(C)(C)C([O-])=O>C(C(C)=O)C>[CH3:40][C:34]([O:21][C:18]1[CH:19]=[CH:20][C:15]([C:12]2[CH:11]=[CH:10][C:9]([CH2:8][NH:7][C:5](=[O:6])[C:4]3[CH:22]=[C:23]([Cl:26])[CH:24]=[CH:25][C:3]=3[O:2][CH3:1])=[CH:14][CH:13]=2)=[CH:16][CH:17]=1)([CH3:41])[C:35]([O:37][CH2:38][CH3:39])=[O:36] |f:1.2.3|. Reported procedure: 2.7 gm (7.35 millimols) of 4-[2-methoxy-5-chlorobenzamido-methyl]-4'-hydroxy-biphenyl were refluxed in 30 ml of methyl ethyl ketone with 1.26 gm (9.2 millimols) of potassium carbonate for 1 to 2 hours, and then 2.23 gm (11 millimols) of ethyl 2-bromo-2-methyl-propionate were added dropwise. After three hours, another 0.63 gm (4.6 millimols) of potassium carbonate and 0.46 gm (2.2 millimols) of 2-bromo-2-methyl-propionate were added to complete the reaction, and the mixture was heated for 3 to 4 ... Starting materials: CC[BH-](CC)CC, C1CCOC1, COC(=O)c1ccc(CC(NC(=O)c2ccc(F)c(C(F)(F)F)c2)(c2cc(F)cc(OC(F)(F)C(F)F)c2)c2ccc(F)c(OC(C)C)c2)cc1, [Li+]. The product is CC(C)Oc1cc(C(Cc2ccc(CO)cc2)(NC(=O)c2ccc(F)c(C(F)(F)F)c2)c2cc(F)cc(OC(F)(F)C(F)F)c2)ccc1F. RXN SMILES: [CH2:52]([BH-:53]([CH2:54][CH3:55])[CH2:56][CH3:57])[CH3:58].[CH2:60]1[O:61][CH2:62][CH2:63][CH2:64]1.[F:1][c:2]1[c:3]([C:48]([F:49])([F:50])[F:51])[cH:4][c:5]([C:6](=[O:7])[NH:8][C:9]([CH2:10][c:11]2[cH:12][cH:13][c:14]([C:15](=[O:16])[O:17][CH3:18])[cH:19][cH:20]2)([c:21]2[cH:22][c:23]([F:34])[cH:24][c:25]([O:27][C:28]([CH:29]([F:30])[F:31])([F:32])[F:33])[cH:26]2)[c:35]2[cH:36][c:37]([O:42][CH:43]([CH3:44])[CH3:45])[c:38]([F:41])[cH:39][cH:40]2)[cH:46][cH:47]1.[Li+:59]>>[F:1][c:2]1[c:3]([C:48]([F:49])([F:50])[F:51])[cH:4][c:5]([C:6](=[O:7])[NH:8][C:9]([CH2:10][c:11]2[cH:12][cH:13][c:14]([CH2:15][OH:16])[cH:19][cH:20]2)([c:21]2[cH:22][c:23]([F:34])[cH:24][c:25]([O:27][C:28]([CH:29]([F:30])[F:31])([F:32])[F:33])[cH:26]2)[c:35]2[cH:36][c:37]([O:42][CH:43]([CH3:44])[CH3:45])[c:38]([F:41])[cH:39][cH:40]2)[cH:46][cH:47]1. The reactants are CNCCN1N=C(C=CC1=O)C=1SC=C(C1)C (2-(2-(methylamino)ethyl)-6-(4-methylthiophen-2-yl)pyridazin-3(2H)-one), ClC=1C=CN=C2C=C(C=NC12)OC (8-chloro-3-methoxy-1,5-naphthyridine). Solvent: CC(C)O (iPrOH). Run at temperature 100 celsius. Yields the product COC1=CN=C2C(=CC=NC2=C1)N(CCN1N=C(C=CC1=O)C=1SC=C(C1)C)C (2-(2-((7-Methoxy-1,5-naphthyridin-4-yl)(methyl)amino)ethyl)-6-(4-methylthiophen-2-yl)pyridazin-3(2H)-one). Reaction SMILES: [CH3:1][NH:2][CH2:3][CH2:4][N:5]1[C:10](=[O:11])[CH:9]=[CH:8][C:7]([C:12]2[S:13][CH:14]=[C:15]([CH3:17])[CH:16]=2)=[N:6]1.Cl[C:19]1[CH:20]=[CH:21][N:22]=[C:23]2[C:28]=1[N:27]=[CH:26][C:25]([O:29][CH3:30])=[CH:24]2>CC(O)C>[CH3:30][O:29][C:25]1[CH:24]=[C:23]2[C:28]([C:19]([N:2]([CH3:1])[CH2:3][CH2:4][N:5]3[C:10](=[O:11])[CH:9]=[CH:8][C:7]([C:12]4[S:13][CH:14]=[C:15]([CH3:17])[CH:16]=4)=[N:6]3)=[CH:20][CH:21]=[N:22]2)=[N:27][CH:26]=1. Reported procedure: A suspension of 2-(2-(methylamino)ethyl)-6-(4-methylthiophen-2-yl)pyridazin-3(2H)-one (275 mg, 1103 μmol) and 8-chloro-3-methoxy-1,5-naphthyridine (193 mg, 993 μmol) in iPrOH (5 mL) was heated to 100° C. for 18 h in an appropriately sealed vial. The mixture was partitioned between CH2Cl2 (30 mL) and 1M NaOH (10 mL), and the organic dried over MgSO4. After concentration under reduced pressure, the organic residue was dissolved in iPrOH (2 mL) and the resulting crystallized solid was washed with i... Starting materials: BrC=1C=C2C(=NC1)[C@H](C1=C(CC2)C=C(C=C1)Cl)N1C[C@@H](N(CC1)C(=O)OC(C)(C)C)C(=O)O.[Na] (Sodium 1.1-dimethylethyl 4-(3-bromo-8-chloro-6,11-dihydro-5H-benzo[5,6]cyclohepta[1,2-b]pyridin-11(S)-yl)-2(R)-carboxy-1-piperazinecarboxylate), N1(C=NC=C1)CCC1NCCCC1 (2(R/S)-[2-(1H-imidazol-1-yl)ethyl]piperidine), Cl.CN(CCCN=C=NCC)C (1-(3-dimethylaminopropyl)-3-ethylcarbodiimide hydrochloride), ON1N=NC2=C1C=CC=C2 (1-hydroxybenzotriazole), CN1CCOCC1 (4-methylmorpholine). Run in CN(C)C=O (DMF). Run at temperature 25 celsius, time 42 hour. The product is BrC=1C=C2C(=NC1)[C@H](C1=C(CC2)C=C(C=C1)Cl)N1C[C@@H](N(CC1)C(=O)OC(C)(C)C)C(=O)N1C(CCCC1)CCN1C=NC=C1 (1,1-dimethylethyl 4-(3-bromo-8-chloro-6,11-dihydro-5H-benzo[5,6]cyclohepta[1,2-b]pyridin-11(S)-yl)-2(R)-[[2-[2-(1H-imidazol-1-yl)ethyl]-1-piperidinyl]carbonyl]-1-piperazinecarboxylate). Yield: 10.6%. Reaction SMILES: [Br:1][C:2]1[CH:3]=[C:4]2[CH2:12][CH2:11][C:10]3[CH:13]=[C:14]([Cl:17])[CH:15]=[CH:16][C:9]=3[C@H:8]([N:18]3[CH2:23][CH2:22][N:21]([C:24]([O:26][C:27]([CH3:30])([CH3:29])[CH3:28])=[O:25])[C@@H:20]([C:31](O)=[O:32])[CH2:19]3)[C:5]2=[N:6][CH:7]=1.[Na].[N:35]1([CH2:40][CH2:41][CH:42]2[CH2:47][CH2:46][CH2:45][CH2:44][NH:43]2)[CH:39]=[CH:38][N:37]=[CH:36]1.Cl.CN(C)CCCN=C=NCC.ON1C2C=CC=CC=2N=N1.CN1CCOCC1>CN(C=O)C>[Br:1][C:2]1[CH:3]=[C:4]2[CH2:12][CH2:11][C:10]3[CH:13]=[C:14]([Cl:17])[CH:15]=[CH:16][C:9]=3[C@H:8]([N:18]3[CH2:23][CH2:22][N:21]([C:24]([O:26][C:27]([CH3:29])([CH3:30])[CH3:28])=[O:25])[C@@H:20]([C:31]([N:43]4[CH2:44][CH2:45][CH2:46][CH2:47][CH:42]4[CH2:41][CH2:40][N:35]4[CH:39]=[CH:38][N:37]=[CH:36]4)=[O:32])[CH2:19]3)[C:5]2=[N:6][CH:7]=1 |f:0.1,3.4,^1:33|. Procedure: Sodium 1.1-dimethylethyl 4-(3-bromo-8-chloro-6,11-dihydro-5H-benzo[5,6]cyclohepta[1,2-b]pyridin-11(S)-yl)-2(R)-carboxy-1-piperazinecarboxylate (prepared as described in Preparative Example 6 (sodium salt)) (0.1 g, 0.79 mmoles), 2-[2-(1H-imidazol- 1-yl)ethylpiperdidine (prepared as described in Preparative Example 57, Step D) (0.0417 g, 0.233 mmoles), 1-(3-dimethylaminopropyl)-3-ethylcarbodiimide hydrochloride (0.0446 g, 0.233 mmoles), 1-hydroxybenzotriazole (0.0314 g, 0.233mmoles) and 4-methylmo... As a reaction SMILES: [Br:20][CH2:21][c:22]1[cH:23][cH:24][cH:25][cH:26][cH:27]1.[C:1]([CH3:2])([CH3:3])([CH3:4])[c:5]1[c:6]([CH:7]=[O:8])[c:9]([OH:17])[cH:10][c:11]([C:13]([CH3:14])([CH3:15])[CH3:16])[cH:12]1.[H-:18].[Na+:19].[O:28]=[CH:29][N:30]([CH3:31])[CH3:32]>>[C:1]([CH3:2])([CH3:3])([CH3:4])[c:5]1[c:6]([CH:7]=[O:8])[c:9]([O:17][CH2:21][c:22]2[cH:23][cH:24][cH:25][cH:26][cH:27]2)[cH:10][c:11]([C:13]([CH3:14])([CH3:15])[CH3:16])[cH:12]1. The product is CC(C)(C)c1cc(OCc2ccccc2)c(C=O)c(C(C)(C)C)c1. The reactants are BrCc1ccccc1, CC(C)(C)c1cc(O)c(C=O)c(C(C)(C)C)c1, [H-], [Na+], CN(C)C=O. Reactants: Brc1cccnc1, C1CCOC1, [Li]CCCC, CCCCCC, CCOCC, O=C1CCN(C(=O)OCc2ccccc2)CC1. Yields the product O=C(OCc1ccccc1)N1CCC(O)(c2cccnc2)CC1. Reaction SMILES: [Br:1][c:2]1[cH:3][n:4][cH:5][cH:6][cH:7]1.[CH2:41]1[O:42][CH2:43][CH2:44][CH2:45]1.[CH2:8]([Li:9])[CH2:10][CH2:11][CH3:12].[CH3:13][CH2:14][CH2:15][CH2:16][CH2:17][CH3:18].[CH3:36][CH2:37][O:38][CH2:39][CH3:40].[O:19]=[C:20]1[CH2:21][CH2:22][N:23]([C:26](=[O:27])[O:28][CH2:29][c:30]2[cH:31][cH:32][cH:33][cH:34][cH:35]2)[CH2:24][CH2:25]1>>[c:2]1([C:20]2([OH:19])[CH2:21][CH2:22][N:23]([C:26](=[O:27])[O:28][CH2:29][c:30]3[cH:31][cH:32][cH:33][cH:34][cH:35]3)[CH2:24][CH2:25]2)[cH:3][n:4][cH:5][cH:6][cH:7]1.